This data is from the Open Reaction Database (ORD), a public repository of structured organic reaction records. The task is: describe an organic reaction: reactants, conditions, products, and yield Starting materials: CC(C)(C)OC(=O)C1CC(C(=O)OC(C)(C)C)N1Cc1ccccc1, CO, [H][H]. Yields the product CC(C)(C)OC(=O)C1CC(C(=O)OC(C)(C)C)N1. RXN SMILES: [C:1]([CH3:2])([CH3:3])([CH3:4])[O:5][C:6](=[O:7])[CH:8]1[N:9]([CH2:19][c:20]2[cH:21][cH:22][cH:23][cH:24][cH:25]2)[CH:10]([C:12](=[O:13])[O:14][C:15]([CH3:16])([CH3:17])[CH3:18])[CH2:11]1.[CH3:28][OH:29].[H:26][H:27]>>[C:1]([CH3:2])([CH3:3])([CH3:4])[O:5][C:6](=[O:7])[CH:8]1[NH:9][CH:10]([C:12](=[O:13])[O:14][C:15]([CH3:16])([CH3:17])[CH3:18])[CH2:11]1. Starting materials: CC(=O)Nc1nc(O)c2cc(C=C(C)c3ccc(C(=O)O)cc3)cnc2n1, CN1CCOCC1, CN1CCCC1=O, CCOC(=O)CCC(N)C(=O)OCC, O=P(Cl)(Nc1ccccc1)Oc1ccccc1. Product: CCOC(=O)CCC(NCc1ccc(C(C)=Cc2cnc3nc(NC(C)=O)nc(O)c3c2)cc1)C(=O)OCC. As a reaction SMILES: [C:1]([CH3:2])(=[O:3])[NH:4][c:5]1[n:6][c:7]([OH:27])[c:8]2[c:9]([n:10]1)[n:11][cH:12][c:13]([CH:15]=[C:16]([CH3:17])[c:18]1[cH:19][cH:20][c:21]([C:24]([OH:25])=[O:26])[cH:22][cH:23]1)[cH:14]2.[CH3:28][N:29]1[CH2:30][CH2:31][O:32][CH2:33][CH2:34]1.[CH3:66][N:67]1[CH2:68][CH2:69][CH2:70][C:71]1=[O:72].[NH2:52][CH:53]([CH2:54][CH2:55][C:56](=[O:57])[O:58][CH2:59][CH3:60])[C:61](=[O:62])[O:63][CH2:64][CH3:65].[c:35]1([NH:36][P:37]([Cl:38])(=[O:39])[O:40][c:41]2[cH:42][cH:43][cH:44][cH:45][cH:46]2)[cH:47][cH:48][cH:49][cH:50][cH:51]1>>[C:1]([CH3:2])(=[O:3])[NH:4][c:5]1[n:6][c:7]([OH:27])[c:8]2[c:9]([n:10]1)[n:11][cH:12][c:13]([CH:15]=[C:16]([CH3:17])[c:18]1[cH:19][cH:20][c:21]([CH2:24][NH:52][CH:53]([CH2:54][CH2:55][C:56](=[O:57])[O:58][CH2:59][CH3:60])[C:61](=[O:62])[O:63][CH2:64][CH3:65])[cH:22][cH:23]1)[cH:14]2. The product is COC(=O)c1ccc(OC)cc1OCCN1CCN(C(=O)OC(C)(C)C)CC1. Reactants: CC(C)(C)OC(=O)N1CCN(CCO)CC1, C1CCOC1, COC(=O)c1ccc(OC)cc1O, CCOCC, CC(C)OC(=O)N=NC(=O)OC(C)C, c1ccc(P(c2ccccc2)c2ccccc2)cc1. RXN SMILES: [C:14]([CH3:15])([CH3:16])([CH3:17])[O:18][C:19](=[O:20])[N:21]1[CH2:22][CH2:23][N:24]([CH2:27][CH2:28][OH:29])[CH2:25][CH2:26]1.[CH2:63]1[O:64][CH2:65][CH2:66][CH2:67]1.[CH3:1][O:2][c:3]1[cH:4][c:5]([OH:13])[c:6]([C:7](=[O:8])[O:9][CH3:10])[cH:11][cH:12]1.[CH3:68][CH2:69][O:70][CH2:71][CH3:72].[O:49]=[C:50]([O:51][CH:52]([CH3:53])[CH3:54])[N:55]=[N:56][C:57]([O:58][CH:59]([CH3:60])[CH3:61])=[O:62].[c:30]1([P:31]([c:32]2[cH:33][cH:34][cH:35][cH:36][cH:37]2)[c:38]2[cH:39][cH:40][cH:41][cH:42][cH:43]2)[cH:44][cH:45][cH:46][cH:47][cH:48]1>>[CH3:1][O:2][c:3]1[cH:4][c:5]([O:13][CH2:28][CH2:27][N:24]2[CH2:23][CH2:22][N:21]([C:19]([O:18][C:14]([CH3:15])([CH3:16])[CH3:17])=[O:20])[CH2:26][CH2:25]2)[c:6]([C:7](=[O:8])[O:9][CH3:10])[cH:11][cH:12]1.